Dataset: the Open Reaction Database (ORD), a public repository of structured organic reaction records. Task: describe an organic reaction: reactants, conditions, products, and yield Starting materials: C(C)C1=C(N)C(=CC(=C1)C(C(C(F)(F)F)(F)F)(C(F)(F)F)F)C (2-Ethyl-4-(1,2,2,3,3,3-hexafluoro-1-trifluoromethylpropyl)-6-methylaniline), FC1=C(C(=O)O)C=CC=C1[N+](=O)[O-] (2-fluoro-3-nitrobenzoic acid), C(C(=O)Cl)(=O)Cl (oxalyl chloride), N1=CC=CC=C1 (pyridine). The solvent is O1CCCC1 (tetrahydrofuran), CN(C=O)C (N,N-dimethylformamide), ClCCl (dichloromethane). Reaction conditions: time 1 hour. Product: C(C)C1=C(C(=CC(=C1)C(C(C(F)(F)F)(F)F)(C(F)(F)F)F)C)NC(C1=C(C(=CC=C1)[N+](=O)[O-])F)=O (N-[2-ethyl-4-(1,2,2,3,3,3-hexafluoro-1-trifluoromethylpropyl)-6-methylphenyl]-2-fluoro-3-nitrobenzamide). Yield: 42.9%. Reaction SMILES: [F:1][C:2]1[C:10]([N+:11]([O-:13])=[O:12])=[CH:9][CH:8]=[CH:7][C:3]=1[C:4]([OH:6])=O.C(Cl)(=O)C(Cl)=O.[CH2:20]([C:22]1[CH:28]=[C:27]([C:29]([F:41])([C:37]([F:40])([F:39])[F:38])[C:30]([F:36])([F:35])[C:31]([F:34])([F:33])[F:32])[CH:26]=[C:25]([CH3:42])[C:23]=1[NH2:24])[CH3:21].N1C=CC=CC=1>ClCCl.O1CCCC1.CN(C)C=O>[CH2:20]([C:22]1[CH:28]=[C:27]([C:29]([F:41])([C:37]([F:38])([F:39])[F:40])[C:30]([F:35])([F:36])[C:31]([F:32])([F:33])[F:34])[CH:26]=[C:25]([CH3:42])[C:23]=1[NH:24][C:4](=[O:6])[C:3]1[CH:7]=[CH:8][CH:9]=[C:10]([N+:11]([O-:13])=[O:12])[C:2]=1[F:1])[CH3:21]. Procedure details: To a suspension of 2-fluoro-3-nitrobenzoic acid (6.3 g, 34 mmol) in dichloromethane (20 ml) was added oxalyl chloride (4.3 ml) at ambient temperature, followed by N,N-dimethylformamide (0.2 ml). The reaction mixture was stirred for 1 hour at ambient temperature and then heated to reflux for 3 hours. The reaction mixture was allowed to cool to ambient temperature and then concentrated. The residue was suspended in tetrahydrofuran (50 ml). 2-Ethyl-4-(1,2,2,3,3,3-hexafluoro-1-trifluoromethylpropyl)...